From a dataset of the Open Reaction Database (ORD), a public repository of structured organic reaction records. describe an organic reaction: reactants, conditions, products, and yield Reactants: COC1=CC2=C(CC(N(CC2)CCCCl)=O)C=C1OC (1-(7,8-dimethoxy-1,3,4,5-tetrahydro-2H-3-benzazepin-2-on-3-yl)-3-chloropropane), COC1=C2CCC(CC2=CC=C1)NC (5-methoxy-2-methylamino-1,2,3,4-tetrahydronaphthalene). Solvent: C(C)N(CC)CC (triethylamine). Product: COC1=CC2=C(CC(N(CC2)CCCN(C2CC3=CC=CC(=C3CC2)OC)C)=O)C=C1OC (1-[7,8-Dimethoxy-1,3,4,5-tetrahydro-2H-3-benzazepin-2-on-3-yl]-3-[N-methyl-N-(5-methoxy-1,2,3,4-tetrahydronaphth-2-yl)-amino]-propane). As a reaction SMILES: [CH3:1][O:2][C:3]1[C:18]([O:19][CH3:20])=[CH:17][C:6]2[CH2:7][C:8](=[O:16])[N:9]([CH2:12][CH2:13][CH2:14]Cl)[CH2:10][CH2:11][C:5]=2[CH:4]=1.[CH3:21][O:22][C:23]1[CH:32]=[CH:31][CH:30]=[C:29]2[C:24]=1[CH2:25][CH2:26][CH:27]([NH:33][CH3:34])[CH2:28]2>C(N(CC)CC)C>[CH3:1][O:2][C:3]1[C:18]([O:19][CH3:20])=[CH:17][C:6]2[CH2:7][C:8](=[O:16])[N:9]([CH2:12][CH2:13][CH2:14][N:33]([CH3:34])[CH:27]3[CH2:26][CH2:25][C:24]4[C:29](=[CH:30][CH:31]=[CH:32][C:23]=4[O:22][CH3:21])[CH2:28]3)[CH2:10][CH2:11][C:5]=2[CH:4]=1. Procedure details: The title compound is prepared analogously to Example 1 by reacting 1-(7,8-dimethoxy-1,3,4,5-tetrahydro-2H-3-benzazepin-2-on-3-yl)-3-chloropropane, triethylamine and 5-methoxy-2-methylamino-1,2,3,4-tetrahydronaphthalene. Mp: 149°-150° C. (decomp.). The reactants are C1(CCCCC1)N(C1=CC(=NC=N1)C(=O)O)C (6-[cyclohexyl(methyl)amino]pyrimidine-4-carboxylic acid), C1(CCCCC1)N(C1=CC(=NC=N1)C(=O)O)C (6-[cyclohexyl(methyl)amino]pyrimidine-4-carboxylic acid), NC1=C(C=C(C=C1)S(=O)(=O)N)C (4-amino-3-methyl-benzenesulfonamide). Yields the product NS(=O)(=O)C1=CC(=C(C=C1)NC(=O)C1=NC=NC(=C1)N(C)C1CCCCC1)C (N-[4-(aminosulfonyl)-2-methylphenyl]-6-[cyclohexyl(methyl)amino]pyrimidine-4-carboxamide). RXN SMILES: [CH:1]1([N:7]([CH3:17])[C:8]2[N:13]=[CH:12][N:11]=[C:10]([C:14]([OH:16])=O)[CH:9]=2)[CH2:6][CH2:5][CH2:4][CH2:3][CH2:2]1.[NH2:18][C:19]1[CH:24]=[CH:23][C:22]([S:25]([NH2:28])(=[O:27])=[O:26])=[CH:21][C:20]=1[CH3:29]>>[NH2:28][S:25]([C:22]1[CH:23]=[CH:24][C:19]([NH:18][C:14]([C:10]2[CH:9]=[C:8]([N:7]([CH:1]3[CH2:2][CH2:3][CH2:4][CH2:5][CH2:6]3)[CH3:17])[N:13]=[CH:12][N:11]=2)=[O:16])=[C:20]([CH3:29])[CH:21]=1)(=[O:26])=[O:27]. Procedure details: Following the general method as outlined in Example 1, starting from 6-[cyclohexyl(methyl)amino]pyrimidine-4-carboxylic acid (Intermediate 10) and 4-amino-3-methyl-benzenesulfonamide (Biofine), the title compound was obtained as a white solid after purification by preparative HPLC. Reaction SMILES: [CH2:1]([CH2:2][CH2:3][CH2:4][CH2:5][CH2:6][CH2:7][CH2:8][CH2:9][CH3:10])[O:11][c:12]1[cH:13][cH:14][c:15]([C:18]([CH3:19])=[O:20])[cH:16][cH:17]1.[O:24]1[CH2:25][CH2:26][O:27][CH2:28][CH2:29]1.[OH2:30].[Se:21](=[O:22])=[O:23]>>[CH2:1]([CH2:2][CH2:3][CH2:4][CH2:5][CH2:6][CH2:7][CH2:8][CH2:9][CH3:10])[O:11][c:12]1[cH:13][cH:14][c:15]([C:18]([CH:19]=[O:22])=[O:20])[cH:16][cH:17]1. Yields the product CCCCCCCCCCOc1ccc(C(=O)C=O)cc1. Reactants: CCCCCCCCCCOc1ccc(C(C)=O)cc1, C1COCCO1, O, O=[Se]=O. Yields the product CCOC(=O)C(CCC(N)=O)NC(=O)OCc1ccccc1. RXN SMILES: [C:21](=[O:22])([OH:23])[O-:24].[CH2:1]([c:2]1[cH:3][cH:4][cH:5][cH:6][cH:7]1)[O:8][C:9](=[O:10])[NH:11][CH:12]([C:13](=[O:14])[OH:15])[CH2:16][CH2:17][C:18]([NH2:19])=[O:20].[CH2:26]([CH3:27])[I:28].[Na+:25].[OH2:29]>>[CH2:1]([c:2]1[cH:3][cH:4][cH:5][cH:6][cH:7]1)[O:8][C:9](=[O:10])[NH:11][CH:12]([C:13]([O:14][CH2:26][CH3:27])=[O:15])[CH2:16][CH2:17][C:18]([NH2:19])=[O:20]. Reactants: O=C([O-])O, NC(=O)CCC(NC(=O)OCc1ccccc1)C(=O)O, CCI, [Na+], O.